From a dataset of the Open Reaction Database (ORD), a public repository of structured organic reaction records. describe an organic reaction: reactants, conditions, products, and yield Reactants: C=O, O=C1NCCN1CCN1CCC(c2cn(-c3ccc(F)cc3)c3ccc(Cl)cc23)CC1, C1CCOC1. The product is O=C1N(CO)CCN1CCN1CCC(c2cn(-c3ccc(F)cc3)c3ccc(Cl)cc23)CC1. Reaction SMILES: [CH2:32]=[O:33].[Cl:1][c:2]1[cH:3][c:4]2[c:5]([CH:18]3[CH2:19][CH2:20][N:21]([CH2:24][CH2:25][N:26]4[C:27](=[O:31])[NH:28][CH2:29][CH2:30]4)[CH2:22][CH2:23]3)[cH:6][n:7](-[c:11]3[cH:12][cH:13][c:14]([F:17])[cH:15][cH:16]3)[c:8]2[cH:9][cH:10]1.[O:34]1[CH2:35][CH2:36][CH2:37][CH2:38]1>>[Cl:1][c:2]1[cH:3][c:4]2[c:5]([CH:18]3[CH2:19][CH2:20][N:21]([CH2:24][CH2:25][N:26]4[C:27](=[O:31])[N:28]([CH2:32][OH:33])[CH2:29][CH2:30]4)[CH2:22][CH2:23]3)[cH:6][n:7](-[c:11]3[cH:12][cH:13][c:14]([F:17])[cH:15][cH:16]3)[c:8]2[cH:9][cH:10]1. The reactants are [H-].[Na+] (NaH), OC1=C(C2=CC=CC=C2C=C1)C=O (2-Hydroxy-1-naphthaldehyde), BrCCC(C)C (1-bromo-3-methylbutane). Solvent: C1CCOC1 (THF). Run at time 8 hour. Yields the product C(CC(C)C)OC1=C(C2=CC=CC=C2C=C1)C=O (2-(ISOPENTYLOXY)-1-NAPHTHALDEHYDE). Reaction SMILES: [OH:1][C:2]1[CH:11]=[CH:10][C:9]2[C:4](=[CH:5][CH:6]=[CH:7][CH:8]=2)[C:3]=1[CH:12]=[O:13].[H-].[Na+].Br[CH2:17][CH2:18][CH:19]([CH3:21])[CH3:20]>C1COCC1>[CH2:17]([O:1][C:2]1[CH:11]=[CH:10][C:9]2[C:4](=[CH:5][CH:6]=[CH:7][CH:8]=2)[C:3]=1[CH:12]=[O:13])[CH2:18][CH:19]([CH3:21])[CH3:20] |f:1.2|. Procedure details: 2-Hydroxy-1-naphthaldehyde (1.72 g, 10.0 mmol) and THF (50 ml) were combined in a flask. NaH (312 mg, 13 mmol) was added, followed by 1-bromo-3-methylbutane (1.20 mL, 10.0 mmol). The solution was stirred at room temperature overnight, the solvent was removed in vacuo, and the residue was purified by chromatography (5–10% ethyl acetate/hexane): 1H NMR (400 MHz, CDCl3) δ 10.9 (s, 1H), 9.28 (dd, 1H, J=0.7 Hz, 8.6 Hz), 8.02 (d, 1H, J=9.1 Hz), 7.75 (d, 1H, J=8.1 Hz), 7.63–7.59 (m, 1H), 7.43–7.39 (m, ...